From a dataset of the Open Reaction Database (ORD), a public repository of structured organic reaction records. describe an organic reaction: reactants, conditions, products, and yield Reactants: O=C([O-])[O-], Clc1ncccn1, [K+], [K+], CN(C)C=O, Oc1ccc(I)cc1. Yields the product Ic1ccc(Oc2ncccn2)cc1. RXN SMILES: [C:1](=[O:2])([O-:3])[O-:4].[Cl:15][c:16]1[n:17][cH:18][cH:19][cH:20][n:21]1.[K+:5].[K+:6].[O:22]=[CH:23][N:24]([CH3:25])[CH3:26].[OH:7][c:8]1[cH:9][cH:10][c:11]([I:12])[cH:13][cH:14]1>>[O:7]([c:8]1[cH:9][cH:10][c:11]([I:12])[cH:13][cH:14]1)[c:16]1[n:17][cH:18][cH:19][cH:20][n:21]1. Reaction SMILES: [BH4-:1].[CH3:31][CH2:32][OH:33].[CH3:40][OH:41].[ClH:34].[Na+:2].[O:35]1[CH2:36][CH2:37][CH2:38][CH2:39]1.[OH:3][CH:4]1[CH2:5][CH:6]([CH2:22][NH:23][C:24](=[O:25])[CH2:26][NH:27][C:28](=[O:29])[NH2:30])[N:7]([C:9](=[O:10])[O:11][CH2:12][c:13]2[cH:14][cH:15][c:16]([N+:19](=[O:20])[O-:21])[cH:17][cH:18]2)[CH2:8]1>>[ClH:34].[OH:3][CH:4]1[CH2:5][CH:6]([CH2:22][NH:23][CH2:24][CH2:26][NH:27][C:28](=[O:29])[NH2:30])[N:7]([C:9](=[O:10])[O:11][CH2:12][c:13]2[cH:14][cH:15][c:16]([N+:19](=[O:20])[O-:21])[cH:17][cH:18]2)[CH2:8]1. Yields the product Cl, NC(=O)NCCNCC1CC(O)CN1C(=O)OCc1ccc([N+](=O)[O-])cc1. Reactants: [BH4-], CCO, CO, Cl, [Na+], C1CCOC1, NC(=O)NCC(=O)NCC1CC(O)CN1C(=O)OCc1ccc([N+](=O)[O-])cc1. Starting materials: O (Water), COC1=C(C=CC(=C1)OC)CN(C=1C2=C(N=C(N1)SCCC)N(N=N2)C2C(C(C(C2)CO)O)O)C2C(C2)C2=CC=CC=C2 (3-[7-[N-(2,4-Dimethoxyphenylmethyl)-(2-phenylcyclopropyl)amino]-5-(propylthio)-3H-1,2,3-triazolo[4,5-d]pyrimidin-3-yl]-5-(hydroxymethyl)-cyclopentane-1,2-diol), N1C=NC=C1 (imidazole), C(C)(C)(C)[Si](C1=CC=CC=C1)(C1=CC=CC=C1)Cl (tert-butylchorodiphenylsilane). The solvent is CN(C)C=O (DMF). Product: COC1=C(C=CC(=C1)OC)CN(C=1C2=C(N=C(N1)SCCC)N(N=N2)C2CC(C(C2O)O)CO[Si](C2=CC=CC=C2)(C2=CC=CC=C2)C(C)(C)C)C2C(C2)C2=CC=CC=C2 (5-[7-[N-(2,4-Dimethoxyphenylmethyl)-[(2-phenylcyclopropyl)amino]]-5-(propylthio)-3H-1,2,3-triazolo[4,5-d]pyrimidin-3-yl]-3-[[[(1,1-dimethylethyl)diphenylsilyl]oxy]methyl]-cyclopentane-1,2-diol). As a reaction SMILES: [CH3:1][O:2][C:3]1[CH:8]=[C:7]([O:9][CH3:10])[CH:6]=[CH:5][C:4]=1[CH2:11][N:12]([CH:35]1[CH2:37][CH:36]1[C:38]1[CH:43]=[CH:42][CH:41]=[CH:40][CH:39]=1)[C:13]1[C:14]2[N:25]=[N:24][N:23]([CH:26]3[CH2:30][CH:29]([CH2:31][OH:32])[CH:28]([OH:33])[CH:27]3[OH:34])[C:15]=2[N:16]=[C:17]([S:19][CH2:20][CH2:21][CH3:22])[N:18]=1.N1C=CN=C1.[C:49]([Si:53](Cl)([C:60]1[CH:65]=[CH:64][CH:63]=[CH:62][CH:61]=1)[C:54]1[CH:59]=[CH:58][CH:57]=[CH:56][CH:55]=1)([CH3:52])([CH3:51])[CH3:50].O>CN(C=O)C>[CH3:1][O:2][C:3]1[CH:8]=[C:7]([O:9][CH3:10])[CH:6]=[CH:5][C:4]=1[CH2:11][N:12]([CH:35]1[CH2:37][CH:36]1[C:38]1[CH:43]=[CH:42][CH:41]=[CH:40][CH:39]=1)[C:13]1[C:14]2[N:25]=[N:24][N:23]([CH:26]3[CH:27]([OH:34])[CH:28]([OH:33])[CH:29]([CH2:31][O:32][Si:53]([C:49]([CH3:52])([CH3:51])[CH3:50])([C:60]4[CH:61]=[CH:62][CH:63]=[CH:64][CH:65]=4)[C:54]4[CH:59]=[CH:58][CH:57]=[CH:56][CH:55]=4)[CH2:30]3)[C:15]=2[N:16]=[C:17]([S:19][CH2:20][CH2:21][CH3:22])[N:18]=1. Procedure details: A solution of the product of step (a) (1.11 g), imidazole (417 mg) and tert-butylchorodiphenylsilane (0.75 ml) in dry DMF (4 ml) was stirred for 18 hours. Water was added and the mixture was extracted with ethyl acetate. The organic extracts were dried, concentrated and purified (SiO2, petrol:acetone 3:1 as eluant) to give the subtitle compound (1.16 g). Reactants: [Cl-].[NH4+] (ammonium chloride), C[Li] (methyl lithium), C(C)OCC (diethyl ether), CON(C(=O)[C@@H]1N(C[C@@H](C1)O)C1=CC2=C(N=C(N2)C2=NC=CC=C2)C=C1OC=1C=NC(=CC1)S(=O)(=O)CC)C ((2R,4R)-1-(6-(6-ethanesulfonyl-pyridin-3-yloxy)-2-pyridin-2-yl-3H-benzimidazol-5-yl)-4-hydroxy-pyrrolidin-2-carboxylic acid methoxy-methyl-amide). Run in O1CCCC1 (tetrahydrofuran). Run at temperature -78 celsius, time 1 hour. The product is C(C)S(=O)(=O)C1=CC=C(C=N1)OC=1C(=CC2=C(N=C(N2)C2=NC=CC=C2)C1)N1[C@H](C[C@H](C1)O)C(C)=O (1-((2R,4R)-1-(6-(6-ethanesulfonyl-pyridin-3-yloxy)-2-pyridin-2-yl-3H-benzimidazol-5-yl)-4-hydroxy-pyrrolidin-2-yl)-ethanone). Reaction SMILES: C[Li].[CH2:3](OCC)C.CON(C)[C:11]([C@H:13]1[CH2:17][C@@H:16]([OH:18])[CH2:15][N:14]1[C:19]1[C:33]([O:34][C:35]2[CH:36]=[N:37][C:38]([S:41]([CH2:44][CH3:45])(=[O:43])=[O:42])=[CH:39][CH:40]=2)=[CH:32][C:22]2[N:23]=[C:24]([C:26]3[CH:31]=[CH:30][CH:29]=[CH:28][N:27]=3)[NH:25][C:21]=2[CH:20]=1)=[O:12].[Cl-].[NH4+]>O1CCCC1>[CH2:44]([S:41]([C:38]1[N:37]=[CH:36][C:35]([O:34][C:33]2[C:19]([N:14]3[CH2:15][C@H:16]([OH:18])[CH2:17][C@@H:13]3[C:11](=[O:12])[CH3:3])=[CH:20][C:21]3[NH:25][C:24]([C:26]4[CH:31]=[CH:30][CH:29]=[CH:28][N:27]=4)=[N:23][C:22]=3[CH:32]=2)=[CH:40][CH:39]=1)(=[O:42])=[O:43])[CH3:45] |f:3.4|. Procedure: 0.360 ml of methyl lithium (1.0 M diethyl ether solution was added to a tetrahydrofuran (1 ml) solution of 20 mg of (2R,4R)-1-(6-(6-ethanesulfonyl-pyridin-3-yloxy)-2-pyridin-2-yl-3H-benzimidazol-5-yl)-4-hydroxy-pyrrolidin-2-carboxylic acid methoxy-methyl-amide obtained in (step 1), at −78° C. The reaction liquid was stirred at −78° C. for 1 hour, heated up to 0° C. and stirred for 1 hour. Aqueous saturated ammonium chloride solution was added to the reaction liquid, extracted with ethyl acetate,... Starting materials: CC(C)(C)OC(=O)NN, COc1ccc2c(c1)CCC2=O, CCO, CC(=O)O. Yields the product COc1ccc2c(c1)CCC2=NNC(=O)OC(C)(C)C. RXN SMILES: [C:13]([NH:14][NH2:15])(=[O:16])[O:17][C:18]([CH3:19])([CH3:20])[CH3:21].[CH3:1][O:2][c:3]1[cH:4][c:5]2[c:9]([cH:10][cH:11]1)[C:8](=[O:12])[CH2:7][CH2:6]2.[CH3:22][CH2:23][OH:24].[CH3:25][C:26](=[O:27])[OH:28]>>[CH3:1][O:2][c:3]1[cH:4][c:5]2[c:9]([cH:10][cH:11]1)[C:8](=[N:15][NH:14][C:13](=[O:16])[O:17][C:18]([CH3:19])([CH3:20])[CH3:21])[CH2:7][CH2:6]2. Starting materials: CC(C)([O-])C.[K+] (potassium t-butoxide), C(C)I (ethyl iodide), CN1C(=NC=C1CO)S ((1-methyl-2-mercaptoimidazol-5-yl)methanol). Run in O1CCCC1 (tetrahydrofuran). Conditions: time 1 hour. Product: C(C)SC=1N(C(=CN1)CO)C ((2-ethylthio-1-methylimidazol-5-yl)methanol). The yield is 93.2%. RXN SMILES: [CH3:1][N:2]1[C:6]([CH2:7][OH:8])=[CH:5][N:4]=[C:3]1[SH:9].[CH3:10][C:11](C)([O-])C.[K+].C(I)C>O1CCCC1>[CH2:10]([S:9][C:3]1[N:2]([CH3:1])[C:6]([CH2:7][OH:8])=[CH:5][N:4]=1)[CH3:11] |f:1.2|. Reported procedure: 4.33 g of (1-methyl-2-mercaptoimidazol-5-yl)methanol was added to 90 ml of tetrahydrofuran. Thereto 3.70 g of potassium t-butoxide and 5.15 g of ethyl iodide were then added under ice-cooling. The mixture was stirred at room temperature for 1 hour. The reaction mixture was filtered and the filtrate was concentrated under reduced pressure. The residue was subjected to silica gel column chromatography to obtain 4.82 g of (2-ethylthio-1-methylimidazol-5-yl)methanol.